Dataset: the Open Reaction Database (ORD), a public repository of structured organic reaction records. Task: describe an organic reaction: reactants, conditions, products, and yield The reactants are FC1=CC=C(C=O)C=C1 (4-fluorobenzaldehyde), C([O-])([O-])=O.[K+].[K+] (potassium carbonate), FC=1C=C(C=CC1F)O (3,4-difluorophenol), Cl (hydrochloric acid), [BH4-].[Na+] (sodium borohydride). The solvent is CN(C=O)C (N,N-dimethylformamide), O (Water), O (Water), C(C)O (ethanol). Reaction conditions: temperature 135 celsius, time 2.5 hour. Yields the product FC=1C=C(OC2=CC=C(CO)C=C2)C=CC1F (4-(3,4-Difluorophenoxy)benzyl alcohol). The yield is 92.7%. As a reaction SMILES: F[C:2]1[CH:9]=[CH:8][C:5]([CH:6]=[O:7])=[CH:4][CH:3]=1.C(=O)([O-])[O-].[K+].[K+].[F:16][C:17]1[CH:18]=[C:19]([OH:24])[CH:20]=[CH:21][C:22]=1[F:23].[BH4-].[Na+].Cl>CN(C)C=O.O.C(O)C>[F:16][C:17]1[CH:18]=[C:19]([CH:20]=[CH:21][C:22]=1[F:23])[O:24][C:2]1[CH:9]=[CH:8][C:5]([CH2:6][OH:7])=[CH:4][CH:3]=1 |f:1.2.3,5.6|. Procedure details: To a solution of 4-fluorobenzaldehyde (2.50 g, 20.1 mmol) in N,N-dimethylformamide (13 mL) were added potassium carbonate (3.33 g, 24.1 mmol) and 3,4-difluorophenol (2.61 g, 20.1 mmol) in turn, and the mixture was stirred for 2.5 hours at 135° C. Water was added to the reaction mixture, which was extracted with ethyl acetate. Then the ethyl acetate layer was washed with brine, dried over anhydrous magnesium sulfate, and then concentrated under reduced pressure. To the residue were added ethanol ...